describe an organic reaction: reactants, conditions, products, and yield From a dataset of the Open Reaction Database (ORD), a public repository of structured organic reaction records. Starting materials: ClC1=CC=C(C=C1)C1N=C(N(C1C1=CC=C(C=C1)Cl)C(=O)N1CCN(CC1)C(CCl)=O)C1=C(C=C(C=C1)C(F)(F)F)OCC (1-{4-[4,5-bis-(4-chloro-phenyl)-2-(2-ethoxy-4-trifluoromethyl-phenyl)-4,5-dihydro-imidazole-1-carbonyl]-piperazin-1-yl}-2-chloro-ethanone), C(C)(C)N(CC)C(C)C (diisopropylethylamine), CNC (dimethylamine). The solvent is C(Cl)Cl (methylene chloride). Reaction conditions: temperature 60 celsius. Product: ClC1=CC=C(C=C1)C1N=C(N(C1C1=CC=C(C=C1)Cl)C(=O)N1CCN(CC1)C(CN(C)C)=O)C1=C(C=C(C=C1)C(F)(F)F)OCC (1-{4-[4,5-bis-(4-chloro-phenyl)-2-(2-ethoxy-4-trifluoromethyl-phenyl)-4,5-dihydro-imidazole-1-carbonyl]-piperazin-1-yl}-2-dimethylamino-ethanone). Yield: 92.0%. As a reaction SMILES: [Cl:1][C:2]1[CH:7]=[CH:6][C:5]([CH:8]2[CH:12]([C:13]3[CH:18]=[CH:17][C:16]([Cl:19])=[CH:15][CH:14]=3)[N:11]([C:20]([N:22]3[CH2:27][CH2:26][N:25]([C:28](=[O:31])[CH2:29]Cl)[CH2:24][CH2:23]3)=[O:21])[C:10]([C:32]3[CH:37]=[CH:36][C:35]([C:38]([F:41])([F:40])[F:39])=[CH:34][C:33]=3[O:42][CH2:43][CH3:44])=[N:9]2)=[CH:4][CH:3]=1.[CH:45]([N:48](C(C)C)[CH2:49]C)(C)C.CNC>C(Cl)Cl>[Cl:1][C:2]1[CH:3]=[CH:4][C:5]([CH:8]2[CH:12]([C:13]3[CH:18]=[CH:17][C:16]([Cl:19])=[CH:15][CH:14]=3)[N:11]([C:20]([N:22]3[CH2:27][CH2:26][N:25]([C:28](=[O:31])[CH2:29][N:48]([CH3:49])[CH3:45])[CH2:24][CH2:23]3)=[O:21])[C:10]([C:32]3[CH:37]=[CH:36][C:35]([C:38]([F:40])([F:39])[F:41])=[CH:34][C:33]=3[O:42][CH2:43][CH3:44])=[N:9]2)=[CH:6][CH:7]=1. Reported procedure: To a solution of 1-{4-[4,5-bis-(4-chloro-phenyl)-2-(2-ethoxy-4-trifluoromethyl-phenyl)-4,5-dihydro-imidazole-1-carbonyl]-piperazin-1-yl}-2-chloro-ethanone (9.65 mg) and diisopropylethylamine (5 uL) was added dimethylamine (50 uL, 2.0M solution in tetrahydrofuran). The reaction mixture was capped and heated at 60° C. overnight. It was diluted with methylene chloride and washed with water. The organic layer was concentrated to dryness to give 1-{4-[4,5-bis-(4-chloro-phenyl)-2-(2-ethoxy-4-trifluoro... Starting materials: CCCCCC, Cc1ccsc1C=O, Nc1ccccc1. The product is Cc1ccsc1C=Nc1ccccc1. Reaction SMILES: [CH3:16][CH2:17][CH2:18][CH2:19][CH2:20][CH3:21].[CH3:1][c:2]1[c:3]([CH:7]=[O:8])[s:4][cH:5][cH:6]1.[NH2:9][c:10]1[cH:11][cH:12][cH:13][cH:14][cH:15]1>>[CH3:1][c:2]1[c:3]([CH:7]=[N:9][c:10]2[cH:11][cH:12][cH:13][cH:14][cH:15]2)[s:4][cH:5][cH:6]1. Reactants: NC1=C(C(=NN1C)O)C1=CC2=C(OCO2)C=C1 (5-amino-4-(1,3-benzodioxol-5-yl)-1-methyl-1H-pyrazol-3-ol), C([O-])([O-])=O.[K+].[K+] (potassium carbonate), BrCC1CC1 (bromomethylcyclopropane). The solvent is CN(C=O)C (dimethylformamide). Run at time 8 hour. The product is O1COC2=C1C=CC(=C2)C=2C(=NN(C2N)C)OCC2CC2 (4-(1,3-benzodioxol-5-yl)-3-(cyclopropylmethoxy)-1-methyl-1H-pyrazol-5-ylamine). RXN SMILES: [NH2:1][C:2]1[N:6]([CH3:7])[N:5]=[C:4]([OH:8])[C:3]=1[C:9]1[CH:17]=[CH:16][C:12]2[O:13][CH2:14][O:15][C:11]=2[CH:10]=1.C(=O)([O-])[O-].[K+].[K+].Br[CH2:25][CH:26]1[CH2:28][CH2:27]1>CN(C)C=O>[O:13]1[C:12]2[CH:16]=[CH:17][C:9]([C:3]3[C:4]([O:8][CH2:25][CH:26]4[CH2:28][CH2:27]4)=[N:5][N:6]([CH3:7])[C:2]=3[NH2:1])=[CH:10][C:11]=2[O:15][CH2:14]1 |f:1.2.3|. Procedure: To 5-amino-4-(1,3-benzodioxol-5-yl)-1-methyl-1H-pyrazol-3-ol (500 mg) (Preparation 46) in anhydrous dimethylformamide (21 ml) under an atmosphere of nitrogen at room temperature was added solid potassium carbonate (980 mg) and bromomethylcyclopropane (230 μl). The mixture was stirred overnight then quenched by the addition of water (100 ml) and a saturated aqueous solution of ammonium chloride (50 ml). The solution was extracted with ethyl acetate (3×40 ml). The organic fraction was dried over s... Starting materials: ClC1=C(OCC(CNC(COC2=CC=C(N=N2)Cl)(C)C)O)C=C(C=C1)C (1-(2-chloro-5-methylphenoxy)-3-[1,1-dimethyl-2-(3-chloro-6-pyridazinyloxy)ethylamino]-2-propanol). Run in C(C)O (ethanol). The product is NC(COC=1N=NC(=CC1)Cl)(C)C (3-(2-amino-2-methylpropoxy)-6-chloropyridazine), O.NN (hydrazine hydrate). RXN SMILES: ClC1C=CC(C)=CC=1[O:4]CC(O)C[NH:8][C:9]([CH3:20])([CH3:19])[CH2:10][O:11][C:12]1[N:17]=[N:16][C:15]([Cl:18])=[CH:14][CH:13]=1>C(O)C>[NH2:8][C:9]([CH3:20])([CH3:19])[CH2:10][O:11][C:12]1[N:17]=[N:16][C:15]([Cl:18])=[CH:14][CH:13]=1.[OH2:4].[NH2:16][NH2:17] |f:3.4|. Procedure details: A mixture of 740 mg of 1-(2-chloro-5-methylphenoxy)-3-[1,1-dimethyl-2-(3-chloro-6-pyridazinyloxy)ethylamino]-2-propanol obtained in (a) above, 15 ml of hydrazine hydrate and 15 ml of ethanol was refluxed overnight with stirring. The solvent was removed under reduced pressure. A solution of the residue in 90 ml of acetone was refluxed for 15 minutes. The solvent was evaporated. A solution of the residue in dichloromethane was washed successively with 5% sodium carbonate and an aqueous solution of... The product is CCC(N)C1CCC2(CC1)OCCO2. Reaction SMILES: [CH3:22][OH:23].[ClH:21].[O:1]1[CH2:2][CH2:3][O:4][C:5]12[CH2:6][CH2:7][CH:8]([CH:11]([CH2:12][CH3:13])[NH:14][S:15]([C:16]([CH3:17])([CH3:18])[CH3:19])=[O:20])[CH2:9][CH2:10]2>>[O:1]1[CH2:2][CH2:3][O:4][C:5]12[CH2:6][CH2:7][CH:8]([CH:11]([CH2:12][CH3:13])[NH2:14])[CH2:9][CH2:10]2. Reactants: CO, Cl, CCC(NS(=O)C(C)(C)C)C1CCC2(CC1)OCCO2. Reactants: CCOC(COc1ccc(S(N)(=O)=O)cc1)OCC, CC(=O)O, Cl, Cl, O, NCCc1ccc(O)c(O)c1. The product is NS(=O)(=O)c1ccc(OCC2NCCc3cc(O)c(O)cc32)cc1, Cl. Reaction SMILES: [CH2:6]([O:7][CH:9]([O:8][CH2:22][CH3:23])[CH2:10][O:11][c:12]1[cH:13][cH:14][c:15]([S:18]([NH2:19])(=[O:20])=[O:21])[cH:16][cH:17]1)[CH3:24].[CH3:1][C:2](=[O:3])[OH:4].[ClH:25].[ClH:5].[OH2:37].[OH:26][c:27]1[cH:28][c:29]([CH2:30][CH2:31][NH2:32])[cH:33][cH:34][c:35]1[OH:36]>>[CH:9]1([CH2:10][O:11][c:12]2[cH:13][cH:14][c:15]([S:18]([NH2:19])(=[O:20])=[O:21])[cH:16][cH:17]2)[NH:32][CH2:31][CH2:30][c:29]2[cH:28][c:27]([OH:26])[c:35]([OH:36])[cH:34][c:33]21.[ClH:5]. Starting materials: C(C)(C)[Mg]Cl (iso-Propyl magnesium chloride), ClC=1C=CC=C2C=C(C=NC12)I (8-Chloro-3-iodoquinoline), ClC=1C=C(C=O)C=CC1 (3-chlorobenzaldehyde). The solvent is O1CCCC1 (tetrahydrofuran). Run at time 0.5 hour. The product is ClC=1C=C(C=CC1)C(O)C=1C=NC2=C(C=CC=C2C1)Cl ((3-Chlorophenyl)(8-chloro-3-quinolinyl)methanol), crude solid. The yield is 88.2%. As a reaction SMILES: C([Mg]Cl)(C)C.[Cl:6][C:7]1[CH:8]=[CH:9][CH:10]=[C:11]2[C:16]=1[N:15]=[CH:14][C:13](I)=[CH:12]2.[Cl:18][C:19]1[CH:20]=[C:21]([CH:24]=[CH:25][CH:26]=1)[CH:22]=[O:23]>O1CCCC1>[Cl:18][C:19]1[CH:20]=[C:21]([CH:22]([C:13]2[CH:14]=[N:15][C:16]3[C:11]([CH:12]=2)=[CH:10][CH:9]=[CH:8][C:7]=3[Cl:6])[OH:23])[CH:24]=[CH:25][CH:26]=1. Reported procedure: iso-Propyl magnesium chloride (2M solution in tetrahydrofuran)(3.76 ml, 7.5 mmol) was added dropwise over 0.25 h to a stirred solution of 8-chloro-3-iodoquinoline (D1)(2.0 g, 6.9 mmol) in tetrahydrofuran (16 ml) at −40° C. under argon. After stirring the solution at this temperature for 0.5 h, 3-chlorobenzaldehyde (0.77 ml, 6.8 mmol) was added dropwise over 10 mins. The solution was allowed to warm to ambient temperature over 1 h and then quenched by the addition of a saturated solution of sodiu... Starting materials: O=C(OC(Cl)(Cl)Cl)Cl (diphosgene), O=C1N([C@H]2C3=C([C@H](N1C2)C(=O)OC)NN=C3)OCC3=CC=CC=C3 (Methyl trans-4,5,6,8-tetrahydro-6-oxo-5-(phenylmethoxy)-1H-4,7-methanopyrazolo[3,4-e][1,3]diazepine-8-carboxylate), N (ammonia). The solvent is C(Cl)Cl (methylene chloride), ClCCl (dichloromethane). Run at time 1 hour. Yields the product NC(=O)N1N=C2[C@H](N3C(N([C@@H](C2=C1)C3)OCC3=CC=CC=C3)=O)C(=O)OC (methyl trans-2-(aminocarbonyl)-2,5,6,8-tetrahydro-6-oxo-5-(phenylmethoxy)-4H-4,7-methanopyrazolo[3,4-e][1,3]diazepine-8-carboxylate). Yield: 15.0%. RXN SMILES: [O:1]=[C:2]1[N:8]2[CH2:9][C@H:4]([C:5]3[CH:16]=[N:15][NH:14][C:6]=3[C@H:7]2[C:10]([O:12][CH3:13])=[O:11])[N:3]1[O:17][CH2:18][C:19]1[CH:24]=[CH:23][CH:22]=[CH:21][CH:20]=1.O=C(Cl)[O:27][C:28](Cl)(Cl)Cl.[NH3:33]>ClCCl>[NH2:33][C:28]([N:15]1[CH:16]=[C:5]2[C:6]([C@@H:7]([C:10]([O:12][CH3:13])=[O:11])[N:8]3[CH2:9][C@H:4]2[N:3]([O:17][CH2:18][C:19]2[CH:24]=[CH:23][CH:22]=[CH:21][CH:20]=2)[C:2]3=[O:1])=[N:14]1)=[O:27]. Procedure: 0.188 g of the product obtained in Stage K of Example 1 is dissolved in 30 ml of dichloromethane, in a round-bottomed flask placed under an argon atmosphere at 0° C. 70 μl of diphosgene are added and then after 1 h 15 min 0.49 ml of a concentrated aqueous ammonia solution is added. After one hour, methylene chloride is added to the reaction medium and the organic phase is washed with an aqueous NaH2PO4 solution and then with an aqueous NaCl solution. The organic phases are dried over magnesium s... The reactants are C(=C)(C)P(O)(O)=O (isopropenyl phosphonic acid), OCCCOC(C=C)=O (hydroxypropylacrylate), C(C=C)(=O)OC (methyl acrylate), [NH4+] (ammonium). Solvent: O (water). Product: C(=C)(C)P(O)(O)=O.OCCCOC(C=C)=O.C(C=C)(=O)OC (Isopropenyl Phosphonic Acid Hydroxypropylacrylate Methyl Acrylate). RXN SMILES: [C:1]([P:4](=[O:7])([OH:6])[OH:5])([CH3:3])=[CH2:2].[OH:8][CH2:9][CH2:10][CH2:11][O:12][C:13](=[O:16])[CH:14]=[CH2:15].[C:17]([O:21][CH3:22])(=[O:20])[CH:18]=[CH2:19].[NH4+]>O>[C:1]([P:4](=[O:5])([OH:7])[OH:6])([CH3:3])=[CH2:2].[OH:8][CH2:9][CH2:10][CH2:11][O:12][C:13](=[O:16])[CH:14]=[CH2:15].[C:17]([O:21][CH3:22])(=[O:20])[CH:18]=[CH2:19] |f:5.6.7|. Procedure: Aqueous isopropenyl phosphonic acid (71 g, 54%, 0.3 mole), hydroxypropylacrylate (13 g, 0.1 mole) and methyl acrylate (5 g, 0.06 mole) were mixed with 121.6 g water containing 6 g of ammonium pursulfate. After sparging with nitrogen for 1/2 hour, the mixture was heated to reflux for 11/2 hours. An additional 6 g of initiator was added followed by an equivalent period of reflux. The final product had a pH of 0.65. The 31PMR showed significant polymeric absorptions at -32.4 and -24.3 ppm. The reactants are C=CCOC(=O)c1ccc(COc2ccc3c(c2)C2C(=O)CC3C(C(=O)N(C)CC(=O)NCc3c(OC)cc(OC)cc3OC)C2C(=O)N(CCCCC)CCCCC)cc1, CNc1ccccc1, ClCCl, [Pd], c1ccc(P(c2ccccc2)c2ccccc2)cc1, c1ccc(P(c2ccccc2)c2ccccc2)cc1, c1ccc(P(c2ccccc2)c2ccccc2)cc1, c1ccc(P(c2ccccc2)c2ccccc2)cc1. The product is CCCCCN(CCCCC)C(=O)C1C2C(=O)CC(c3ccc(OCc4ccc(C(=O)O)cc4)cc32)C1C(=O)N(C)CC(=O)NCc1c(OC)cc(OC)cc1OC. Reaction SMILES: [CH2:1]([CH:2]=[CH2:3])[O:4][C:5]([c:6]1[cH:7][cH:8][c:9]([CH2:12][O:13][c:14]2[cH:15][c:16]3[c:21]([cH:22][cH:23]2)[CH:20]2[CH:19]([C:27]([N:28]([CH2:29][C:30]([NH:31][CH2:32][c:33]4[c:34]([O:43][CH3:44])[cH:35][c:36]([O:41][CH3:42])[cH:37][c:38]4[O:39][CH3:40])=[O:45])[CH3:46])=[O:47])[CH:18]([C:48]([N:49]([CH2:50][CH2:51][CH2:52][CH2:53][CH3:54])[CH2:55][CH2:56][CH2:57][CH2:58][CH3:59])=[O:60])[CH:17]3[C:25](=[O:26])[CH2:24]2)[cH:10][cH:11]1)=[O:61].[CH3:62][NH:63][c:64]1[cH:65][cH:66][cH:67][cH:68][cH:69]1.[Cl:70][CH2:71][Cl:72].[Pd:73].[c:112]1([P:113]([c:114]2[cH:115][cH:116][cH:117][cH:118][cH:119]2)[c:120]2[cH:121][cH:122][cH:123][cH:124][cH:125]2)[cH:126][cH:127][cH:128][cH:129][cH:130]1.[c:131]1([P:132]([c:133]2[cH:134][cH:135][cH:136][cH:137][cH:138]2)[c:139]2[cH:140][cH:141][cH:142][cH:143][cH:144]2)[cH:145][cH:146][cH:147][cH:148][cH:149]1.[c:74]1([P:75]([c:76]2[cH:77][cH:78][cH:79][cH:80][cH:81]2)[c:82]2[cH:83][cH:84][cH:85][cH:86][cH:87]2)[cH:88][cH:89][cH:90][cH:91][cH:92]1.[c:93]1([P:94]([c:95]2[cH:96][cH:97][cH:98][cH:99][cH:100]2)[c:101]2[cH:102][cH:103][cH:104][cH:105][cH:106]2)[cH:107][cH:108][cH:109][cH:110][cH:111]1>>[O:4]=[C:5]([c:6]1[cH:7][cH:8][c:9]([CH2:12][O:13][c:14]2[cH:15][c:16]3[c:21]([cH:22][cH:23]2)[CH:20]2[CH:19]([C:27]([N:28]([CH2:29][C:30]([NH:31][CH2:32][c:33]4[c:34]([O:43][CH3:44])[cH:35][c:36]([O:41][CH3:42])[cH:37][c:38]4[O:39][CH3:40])=[O:45])[CH3:46])=[O:47])[CH:18]([C:48]([N:49]([CH2:50][CH2:51][CH2:52][CH2:53][CH3:54])[CH2:55][CH2:56][CH2:57][CH2:58][CH3:59])=[O:60])[CH:17]3[C:25](=[O:26])[CH2:24]2)[cH:10][cH:11]1)[OH:61].